This data is from the Open Reaction Database (ORD), a public repository of structured organic reaction records. The task is: describe an organic reaction: reactants, conditions, products, and yield Reactants: C1=C(C=CC2=CC(=CC=C12)C(=O)O)C(=O)N (naphthalene-2,6-dicarboxylic acid monoamide), S(=O)(Cl)Cl (thionylchloride). Reagents/catalysts: CN(C=O)C (dimethylformamide). Product: C(#N)C=1C=C2C=CC(=CC2=CC1)C(=O)Cl (6-Cyano-2-naphthylcarbonylchloride). RXN SMILES: [CH:1]1[C:10]2[C:5](=[CH:6][C:7]([C:11](O)=[O:12])=[CH:8][CH:9]=2)[CH:4]=[CH:3][C:2]=1[C:14]([NH2:16])=O.S(Cl)([Cl:19])=O>CN(C)C=O>[C:14]([C:2]1[CH:1]=[C:10]2[C:5](=[CH:4][CH:3]=1)[CH:6]=[C:7]([C:11]([Cl:19])=[O:12])[CH:8]=[CH:9]2)#[N:16]. Reported procedure: 2.8 g of naphthalene-2,6-dicarboxylic acid monoamide, 10 ml of thionylchloride and 1 drop of dimethylformamide are refluxed for 5 hours. The clear yellow solution is evaporated down in vacuo and the solid evaporation residue is mixed with 20 ml of diethylether and 20 ml of petroleum ether, then stirred and suction filtered. The filter cake is washed with petroleum ether and diethylether and dried in vacuo. Reactants: [Br-], CCC1(C=NS(=O)C(C)(C)C)CCC2(CC1)OCCO2, CCC1(C#N)CCC2(CC1)OCCO2, C=C[Mg+], [Na+], [Na+], O=S(=O)([O-])[O-], C1CCOC1. Yields the product C=CC(NS(=O)C(C)(C)C)C1(CC)CCC2(CC1)OCCO2. RXN SMILES: [Br-:35].[CH2:1]([CH3:2])[C:3]1([CH:13]=[N:14][S:15](=[O:16])[C:17]([CH3:18])([CH3:19])[CH3:20])[CH2:4][CH2:5][C:6]2([O:7][CH2:8][CH2:9][O:10]2)[CH2:11][CH2:12]1.[CH2:21]([CH3:22])[C:23]1([C:24]#[N:25])[CH2:26][CH2:27][C:28]2([O:29][CH2:30][CH2:31][O:32]2)[CH2:33][CH2:34]1.[CH:36]([Mg+:37])=[CH2:38].[Na+:39].[Na+:40].[O-:41][S:42](=[O:43])(=[O:44])[O-:45].[O:46]1[CH2:47][CH2:48][CH2:49][CH2:50]1>>[CH2:1]([CH3:2])[C:3]1([CH:13]([NH:14][S:15](=[O:16])[C:17]([CH3:18])([CH3:19])[CH3:20])[CH:21]=[CH2:22])[CH2:4][CH2:5][C:6]2([O:7][CH2:8][CH2:9][O:10]2)[CH2:11][CH2:12]1. Starting materials: C1(=CC=CC=C1)O (phenol), BrCC1=CC(=C(OCCCC(=O)OC)C=C1[N+](=O)[O-])OC (Methyl 4-[4′-(bromomethyl)-2′-methoxy-5′-nitrophenoxy]butanoate). Solvent: CO (methanol). Run at time 30 minute. Yields the product COC1=C(OCCCC(=O)OC)C=C(C(=C1)COC1=CC=CC=C1)[N+](=O)[O-] (Methyl 4-[2′-methoxy-5′-nitro-4′-(phenoxymethyl)phenoxy]butanoate). As a reaction SMILES: [C:1]1([OH:7])[CH:6]=[CH:5][CH:4]=[CH:3][CH:2]=1.Br[CH2:9][C:10]1[C:23]([N+:24]([O-:26])=[O:25])=[CH:22][C:13]([O:14][CH2:15][CH2:16][CH2:17][C:18]([O:20][CH3:21])=[O:19])=[C:12]([O:27][CH3:28])[CH:11]=1>CO>[CH3:28][O:27][C:12]1[CH:11]=[C:10]([CH2:9][O:7][C:1]2[CH:6]=[CH:5][CH:4]=[CH:3][CH:2]=2)[C:23]([N+:24]([O-:26])=[O:25])=[CH:22][C:13]=1[O:14][CH2:15][CH2:16][CH2:17][C:18]([O:20][CH3:21])=[O:19]. Procedure: To a suspension of phenol (130 mg, 138 mmol) and methyl 4-[4′-(bromomethyl)-2′-methoxy-5′-nitrophenoxy]butanoate (7) (500 mg, 138 mmol) in anhydrous methanol (5 cm3) was added KtOBu (186 mg, 166 mmol). The resulting green mixture was stirred at r.t. for 30 mins after which time a white precipitate had formed. The precipitate was filtered and recrystallised from methanol affording the desired compound 9 as a pure white solid (319 mg, 61%). m.p. 96-98° C. Found C, 61.0; H, 5.8; N, 4.0; C19H21NO7 r... The reactants are O=C(O)CCCCCCCCCCNS(=O)(=O)c1ccc(Cl)cc1C(=O)c1ccccc1Cl, O=S(Cl)Cl, c1ccccc1. Product: O=C(Cl)CCCCCCCCCCNS(=O)(=O)c1ccc(Cl)cc1C(=O)c1ccccc1Cl. RXN SMILES: [Cl:5][c:6]1[c:7]([C:8](=[O:9])[c:10]2[c:11]([S:17](=[O:18])(=[O:19])[NH:20][CH2:21][CH2:22][CH2:23][CH2:24][CH2:25][CH2:26][CH2:27][CH2:28][CH2:29][CH2:30][C:31](=[O:32])[OH:33])[cH:12][cH:13][c:14]([Cl:16])[cH:15]2)[cH:34][cH:35][cH:36][cH:37]1.[S:1]([Cl:2])([Cl:3])=[O:4].[cH:38]1[cH:39][cH:40][cH:41][cH:42][cH:43]1>>[Cl:3][C:31]([CH2:30][CH2:29][CH2:28][CH2:27][CH2:26][CH2:25][CH2:24][CH2:23][CH2:22][CH2:21][NH:20][S:17]([c:11]1[c:10]([C:8]([c:7]2[c:6]([Cl:5])[cH:37][cH:36][cH:35][cH:34]2)=[O:9])[cH:15][c:14]([Cl:16])[cH:13][cH:12]1)(=[O:18])=[O:19])=[O:33]. The reactants are C1CCOC1, CC(=O)OC(C)=O, CN(C)c1ccncc1, CC1CC2C3CCC4=CC(=O)C=CC4(C)C3(F)C(OC(=O)C(F)(F)F)CC2(C)C1(O)C(=O)CO. The product is CC(=O)OCC(=O)C1(O)C(C)CC2C3CCC4=CC(=O)C=CC4(C)C3(F)C(OC(=O)C(F)(F)F)CC21C. Reaction SMILES: [CH2:42]1[O:43][CH2:44][CH2:45][CH2:46]1.[CH3:35][C:36](=[O:37])[O:38][C:39](=[O:40])[CH3:41].[CH3:47][N:48]([c:49]1[cH:50][cH:51][n:52][cH:53][cH:54]1)[CH3:55].[F:1][C:2]12[C:3]3([CH3:34])[CH:4]=[CH:5][C:6](=[O:33])[CH:7]=[C:8]3[CH2:9][CH2:10][CH:11]1[CH:12]1[CH2:13][CH:14]([CH3:32])[C:15]([C:16]([CH2:17][OH:18])=[O:19])([OH:31])[C:20]1([CH3:30])[CH2:21][CH:22]2[O:23][C:24]([C:25]([F:26])([F:27])[F:28])=[O:29]>>[F:1][C:2]12[C:3]3([CH3:34])[CH:4]=[CH:5][C:6](=[O:33])[CH:7]=[C:8]3[CH2:9][CH2:10][CH:11]1[CH:12]1[CH2:13][CH:14]([CH3:32])[C:15]([C:16]([CH2:17][O:18][C:36]([CH3:35])=[O:37])=[O:19])([OH:31])[C:20]1([CH3:30])[CH2:21][CH:22]2[O:23][C:24]([C:25]([F:26])([F:27])[F:28])=[O:29]. The reactants are C(C)(=O)O (acetic acid), [Na+].[Cl-] (NaCl), C[O-].[Na+].CO (NaOMe methanol), C(CC(=O)OC)(=O)OC (dimethyl malonate), C(\C=C\C)(=O)OC (methyl crotonate). Run in O (water), CO (methanol). Conditions: time 2 hour. Yields the product CC(C(C(=O)OC)C(=O)OC)CC(=O)OC (trimethyl 2-methylpropane-1,1,3-tricarboxylate). Isolated yield 89.1%. Reaction SMILES: C[O-].[Na+].CO.[C:6]([O:13][CH3:14])(=[O:12])[CH2:7][C:8]([O:10][CH3:11])=[O:9].[C:15]([O:20][CH3:21])(=[O:19])/[CH:16]=[CH:17]/[CH3:18].C(O)(=O)C.[Na+].[Cl-]>CO.O>[CH3:18][CH:17]([CH2:16][C:15]([O:20][CH3:21])=[O:19])[CH:7]([C:6]([O:13][CH3:14])=[O:12])[C:8]([O:10][CH3:11])=[O:9] |f:0.1.2,6.7|. Reported procedure: To a mixture of 28% NaOMe/methanol (0.25 eq) and dimethyl malonate (1.0 eq) in methanol (1.6 vol) was added methyl crotonate at 70° C. The reaction mixture was stirred at the same temperature for 2 hr. After neutralization with acetic acid (0.25 eq)/water (50/50) at 25° C., the mixture was concentrated under reduced pressure. To the mixture was added 5% aq NaCl (3.82 vol) and extracted with MTBE (2 vol X 2), washed two times with 10% NaCl (2 vol) and concentrated to give the product as an oil (8...